From a dataset of the Open Reaction Database (ORD), a public repository of structured organic reaction records. describe an organic reaction: reactants, conditions, products, and yield Starting materials: COC1=CC=C(C=C1)C1(CCC1)C#N (1-(4-methoxyphenyl)cyclobutane carbonitrile), [OH-].[K+] (potassium hydroxide), C(COCCO)O (diethylene glycol), Cl (hydrochloric acid), O (water). The product is COC1=CC=C(C=C1)C1(CCC1)C(=O)O (1-(4-methoxyphenyl)cyclobutane carboxylic acid). As a reaction SMILES: [CH3:1][O:2][C:3]1[CH:8]=[CH:7][C:6]([C:9]2([C:13]#N)[CH2:12][CH2:11][CH2:10]2)=[CH:5][CH:4]=1.[OH-:15].[K+].C(O)COCCO.Cl.[OH2:25]>>[CH3:1][O:2][C:3]1[CH:8]=[CH:7][C:6]([C:9]2([C:13]([OH:25])=[O:15])[CH2:12][CH2:11][CH2:10]2)=[CH:5][CH:4]=1 |f:1.2|. Procedure details: A mixture of 1-(4-methoxyphenyl)cyclobutane carbonitrile (41 g), potassium hydroxide (20 g) and diethylene glycol (160 ml) was heated under reflux for 3.5 hours. The mixture was added to water, acidified with dilute hydrochloric acid and extracted with ether. The extract yielded 1-(4-methoxyphenyl)cyclobutane carboxylic acid. Starting materials: BrC1=CC(=CC=2C(COC21)(C)C)C=O (7-bromo-3,3-dimethyl-2,3-dihydro-benzofuran-5-carbaldehyde), [O-][Mn](=O)(=O)=O.[K+] (KMnO4). Solvent: O (water), CC(=O)C (acetone). Run at time 8 hour. Product: BrC1=CC(=CC=2C(COC21)(C)C)C(=O)O (7-bromo-3,3-dimethyl-2,3-dihydro-benzofuran-5-carboxylic acid). The yield is 63.7%. RXN SMILES: [Br:1][C:2]1[C:10]2[O:9][CH2:8][C:7]([CH3:12])([CH3:11])[C:6]=2[CH:5]=[C:4]([CH:13]=[O:14])[CH:3]=1.[O-:15][Mn](=O)(=O)=O.[K+]>CC(C)=O.O>[Br:1][C:2]1[C:10]2[O:9][CH2:8][C:7]([CH3:11])([CH3:12])[C:6]=2[CH:5]=[C:4]([C:13]([OH:15])=[O:14])[CH:3]=1 |f:1.2|. Procedure: A solution of 7-bromo-3,3-dimethyl-2,3-dihydro-benzofuran-5-carbaldehyde (14.61 g, 57.29 mmol) in acetone (80 mL) was added at room temperature to KMnO4 (9.05 g, 57.29 mmol) dissolved in water (200 mL). The reaction mixture was stirred at room temperature overnight filtered over celite then H2SO4 in water was added and the solution extracted with ethyl acetate. The organic layer was further washed with water and brine, dried over anhydrous magnesium sulfate, filtered and evaporated to give 9.9 g... The reactants are NC=1C(=C2C=CC=CN2C1C#N)C1=C(C=C(C=C1C)C)C (2-amino-3-cyano-1-(2,4,6-trimethylphenyl)indolizine), C(C)(=O)OC(C)=O (acetic anhydride), C(C)(=O)O (acetic acid). Yields the product OC1=NC(=NC=2C(=C3C=CC=CN3C21)C2=C(C=C(C=C2C)C)C)C (4-Hydroxy-2-methyl-10-(2,4,6-trimethylphenyl)pyrimido[4,5-b]indolizine). RXN SMILES: [NH2:1][C:2]1[C:3]([C:13]2[C:18]([CH3:19])=[CH:17][C:16]([CH3:20])=[CH:15][C:14]=2[CH3:21])=[C:4]2[N:9]([C:10]=1[C:11]#[N:12])[CH:8]=[CH:7][CH:6]=[CH:5]2.[C:22](OC(=O)C)(=O)[CH3:23].C(O)(=[O:31])C>>[OH:31][C:11]1[C:10]2[N:9]3[C:4]([CH:5]=[CH:6][CH:7]=[CH:8]3)=[C:3]([C:13]3[C:18]([CH3:19])=[CH:17][C:16]([CH3:20])=[CH:15][C:14]=3[CH3:21])[C:2]=2[N:1]=[C:22]([CH3:23])[N:12]=1. Reported procedure: A solution of 2-amino-3-cyano-1-(2,4,6-trimethylphenyl)indolizine (220 mg) in an acetic anhydride (0.5 mL)—acetic acid (2 mL) mixture is heated at 100° C. for 1 hour. The mixture is cooled to room temperature and concentrated in vacuo. The residue is then heated in 85% phosphoric acid (5 mL) at 100° C. for 1.5 hours, allowed to cool to room temperature, diluted with water, and neutralized to pH 7 by adding aqueous ammonium hydroxide. The resulting yellow suspension is extracted twice with dichlo...